Dataset: the Open Reaction Database (ORD), a public repository of structured organic reaction records. Task: describe an organic reaction: reactants, conditions, products, and yield The reactants are O.[OH-].[Li+] (lithium hydroxide monohydrate), COC1=C(C=C(C=C1)C1=CC(=NC=C1)C(=O)OC)C1C=2C(CC(CC2OC=2CC(CC(C12)=O)(C)C)(C)C)=O (Methyl 4-[4-methoxy-3-(3,3,6,6-tetramethyl-1,8-dioxo-2,3,4,5,6,7,8,9-octahydro-1H-xanthen-9-yl)phenyl]pyridine-2-carboxylate). Run in O (water), C1CCOC1 (THF), O (water). Run at time 1 hour. Product: COC1=C(C=C(C=C1)C1=CC(=NC=C1)C(=O)O)C1C=2C(CC(CC2OC=2CC(CC(C12)=O)(C)C)(C)C)=O (4-[4-Methoxy-3-(3,3,6,6-tetramethyl-1,8-dioxo-2,3,4,5,6,7,8,9-octahydro-1H-xanthen-9-yl)phenyl]pyridine-2-carboxylic acid). Isolated yield 73.2%. Reaction SMILES: O.[OH-].[Li+].[CH3:4][O:5][C:6]1[CH:11]=[CH:10][C:9]([C:12]2[CH:17]=[CH:16][N:15]=[C:14]([C:18]([O:20]C)=[O:19])[CH:13]=2)=[CH:8][C:7]=1[CH:22]1[C:35]2[C:34](=[O:36])[CH2:33][C:32]([CH3:38])([CH3:37])[CH2:31][C:30]=2[O:29][C:28]2[CH2:27][C:26]([CH3:40])([CH3:39])[CH2:25][C:24](=[O:41])[C:23]1=2>O.C1COCC1>[CH3:4][O:5][C:6]1[CH:11]=[CH:10][C:9]([C:12]2[CH:17]=[CH:16][N:15]=[C:14]([C:18]([OH:20])=[O:19])[CH:13]=2)=[CH:8][C:7]=1[CH:22]1[C:35]2[C:34](=[O:36])[CH2:33][C:32]([CH3:37])([CH3:38])[CH2:31][C:30]=2[O:29][C:28]2[CH2:27][C:26]([CH3:40])([CH3:39])[CH2:25][C:24](=[O:41])[C:23]1=2 |f:0.1.2|. Procedure details: A solution of lithium hydroxide monohydrate (21.7 mg, 0.52 mmol) in water (2.4 ml) was added to a solution of the methyl 4-[4-methoxy-3-(3,3,6,6-tetramethyl-1,8-dioxo-2,3,4,5,6,7,8,9-octahydro-1H-xanthen-9-yl)phenyl]pyridine-2-carboxylate produced in Example 2-1 (121 mg, 0.23 mmol) in THF (4.8 ml) at room temperature, and the mixed solution was then stirred at the same temperature as above for 1 hour. Thereafter, water was added to the reaction solution, and the mixed solution was then washed wi... Reactants: C[Si](C)(C)C#N, CO, O=Cc1ccc(F)cc1C(F)(F)F, N. The product is N#CC(N)c1ccc(F)cc1C(F)(F)F. As a reaction SMILES: [CH3:15][Si:16]([CH3:17])([CH3:18])[C:19]#[N:20].[CH3:21][OH:22].[F:1][c:2]1[cH:3][c:4]([C:10]([F:11])([F:12])[F:13])[c:5]([CH:6]=[O:7])[cH:8][cH:9]1.[NH3:14]>>[F:1][c:2]1[cH:3][c:4]([C:10]([F:11])([F:12])[F:13])[c:5]([CH:6]([NH2:14])[C:19]#[N:20])[cH:8][cH:9]1. Reactants: C(C1=CC=CC=C1)N1CC(CCC1)(O)C1=CC(=CC=C1)OC (1-benzyl-3-(3-methoxy-phenyl)-piperidine-3-ol), Cl (HCl). The reagents and catalysts are [Pd] (Pd/C). The solvent is CO (methanol). Run at time 8 hour. The product is COC=1C=C(C=CC1)C1(CNCCC1)O (3-(3-methoxy-phenyl)-piperidine-3-ol). Reaction SMILES: C([N:8]1[CH2:13][CH2:12][CH2:11][C:10]([C:15]2[CH:20]=[CH:19][CH:18]=[C:17]([O:21][CH3:22])[CH:16]=2)([OH:14])[CH2:9]1)C1C=CC=CC=1.Cl>CO.[Pd]>[CH3:22][O:21][C:17]1[CH:16]=[C:15]([C:10]2([OH:14])[CH2:11][CH2:12][CH2:13][NH:8][CH2:9]2)[CH:20]=[CH:19][CH:18]=1. Reported procedure: 32.41 g of 1-benzyl-3-(3-methoxy-phenyl)-piperidine-3-ol were dissolved in methanol and adjusted to pH 6 with 12.4 g of 32% HCl solution. 3.3 g Pd/C 10% (in cooled methanol) were added under a nitrogen atmosphere. The mixture was hydrogenated overnight at 5 bar H2 pressure. The catalyst was then removed via a filter earth and the filtrate was concentrated by evaporation. The oily residue was taken up in H2O, made alkaline with NaOH, and extracted three times with diethyl ether. The combined orga... The product is C(C)(=O)C=1C=C(N(C1)C)C=O (4-acetyl-1-methyl-1-H-pyrrole-2-carbaldehyde). Solvent: ClCCl (dichloromethane), ClCCl (dichloromethane). Reactants: [Cl-].[Al+3].[Cl-].[Cl-] (aluminium chloride), C(C)(=O)Cl (acetylchloride), CN1C(=CC=C1)C=O (1-methyl pyrrole-2-carboxaldehyde). Procedure: To a suspension of aluminium chloride (22.9 g, 172 mmol) in anhydrous dichloromethane (100 ml) and acetylchloride (4.5 g, 57.3 mmol)was added a solution of 1-methyl pyrrole-2-carboxaldehyde (5 g, 46 mmol) in anhydrous. dichloromethane (20 ml). The mixture was refluxed for 90 min, poured into ice and stirred until melted. The layers were separated and aqueous layer was extracted with dichloromethane (2×100 ml). The organic phase and extracts were combined, dried over sodium sulfate. The solvent w... The yield is 97.8%. As a reaction SMILES: [Cl-].[Al+3].[Cl-].[Cl-].[C:5](Cl)(=[O:7])[CH3:6].[CH3:9][N:10]1[CH:14]=[CH:13][CH:12]=[C:11]1[CH:15]=[O:16]>ClCCl>[C:5]([C:13]1[CH:12]=[C:11]([CH:15]=[O:16])[N:10]([CH3:9])[CH:14]=1)(=[O:7])[CH3:6] |f:0.1.2.3|. The reactants are CCO, Cl, [Na+], CCOC(=O)CCc1nnc(-c2ccc3c(c2)CCO3)o1, C1CCOC1, [OH-]. The product is O=C(O)CCc1nnc(-c2ccc3c(c2)CCO3)o1. RXN SMILES: [CH3:22][CH2:23][OH:24].[ClH:27].[Na+:26].[O:1]1[CH2:2][CH2:3][c:4]2[c:5]1[cH:6][cH:7][c:8](-[c:10]1[n:11][n:12][c:13]([CH2:15][CH2:16][C:17](=[O:18])[O:19][CH2:20][CH3:21])[o:14]1)[cH:9]2.[O:28]1[CH2:29][CH2:30][CH2:31][CH2:32]1.[OH-:25]>>[O:1]1[CH2:2][CH2:3][c:4]2[c:5]1[cH:6][cH:7][c:8](-[c:10]1[n:11][n:12][c:13]([CH2:15][CH2:16][C:17](=[O:18])[OH:19])[o:14]1)[cH:9]2. Starting materials: C[O-].[Na+] (sodium methoxide), C(C1=CC=CC=C1)[C@@H]1N(C(OC1)=O)C(=O)[C@@H]1CN(C[C@H]1C1=CC=C(C=C1)Cl)CC1=CC=CC=C1 ((4S)-4-benzyl-3-{[(3S,4R)-1-benzyl-4-(4-chlorophenyl)pyrrolidin-3-yl]carbonyl}-1,3-oxazolidin-2-one), 24, C(OC)(OC)=O (dimethyl carbonate). Run in ClCCl (dichloromethane), ClCCl (dichloromethane). Conditions: time 24 hour. Yields the product C(C1=CC=CC=C1)N1C[C@H]([C@@H](C1)C1=CC=C(C=C1)Cl)C(=O)OC (Methyl (3S,4R)-1-benzyl-4-(4-chlorophenyl)pyrrolidine-3-carboxylate). Reaction SMILES: C([C@H]1COC(=O)N1C([C@H:16]1[C@H:20]([C:21]2[CH:26]=[CH:25][C:24]([Cl:27])=[CH:23][CH:22]=2)[CH2:19][N:18]([CH2:28][C:29]2[CH:34]=[CH:33][CH:32]=[CH:31][CH:30]=2)[CH2:17]1)=O)C1C=CC=CC=1.[C:35](=O)([O:38]C)[O:36][CH3:37].C[O-].[Na+]>ClCCl>[CH2:28]([N:18]1[CH2:19][C@@H:20]([C:21]2[CH:22]=[CH:23][C:24]([Cl:27])=[CH:25][CH:26]=2)[C@H:16]([C:35]([O:36][CH3:37])=[O:38])[CH2:17]1)[C:29]1[CH:34]=[CH:33][CH:32]=[CH:31][CH:30]=1 |f:2.3|. Reported procedure: To a stirred solution of (4S)-4-benzyl-3-{[(3S,4R)-1-benzyl-4-(4-chlorophenyl)pyrrolidin-3-yl]carbonyl}-1,3-oxazolidin-2-one, from preparation 24 (2.51 g, 5.28 mmol) and dimethyl carbonate (2.22 mL, 26.4 mmol) in dichloromethane (40 mL) was added sodium methoxide (1.42 g, 26.4 mmol) at room temperature. The reaction mixture was stirred for 24 hours and diluted with dichloromethane (50 mL). The phases were separated and the organic phase was washed with water (2×40 mL), dried over magnesium sulfa... Reaction conditions: temperature 110 celsius. Reaction SMILES: F[C:2]1[CH:3]=[C:4]([N+:8]([O-:10])=[O:9])[CH:5]=[CH:6][CH:7]=1.[NH:11]1[CH2:16][CH2:15][O:14][CH2:13][CH2:12]1>CS(C)=O>[N+:8]([C:4]1[CH:3]=[C:2]([N:11]2[CH2:16][CH2:15][O:14][CH2:13][CH2:12]2)[CH:7]=[CH:6][CH:5]=1)([O-:10])=[O:9]. Procedure details: 3-Fluoronitrobenzene (10 g, 71 mmol) was added to a solution of morpholine (34 ml, 390 mmol) in dimethylsulfoxide (120 ml) and heated at 110° C. for 60 hours. The reaction was cooled and poured onto water (800 ml). The desired product precipitated and was collected by filtration. The orange solid was dried in vacuo and used in subsequent reactions without further purification (13.7 g, 66 mmol). The reactants are FC=1C=C(C=CC1)[N+](=O)[O-] (3-Fluoronitrobenzene), N1CCOCC1 (morpholine). The solvent is CS(=O)C (dimethylsulfoxide). The product is [N+](=O)([O-])C=1C=C(C=CC1)N1CCOCC1 (4-(3-Nitrophenyl)morpholine).